From a dataset of the Open Reaction Database (ORD), a public repository of structured organic reaction records. describe an organic reaction: reactants, conditions, products, and yield Starting materials: ClC=1N=CC=2N(C(C3(CN(C2N1)C1CCCCC1)CC3)=O)C (2′-chloro-9′-cyclohexyl-5′-methyl-8′,9′-dihydrospiro[cyclopropane-1,7′-pyrimido[5,4-b][1,4]diazepin]-6′(5′H)-one), O.C1(=CC=C(C=C1)S(=O)(=O)O)C (p-toluenesulphonic acid monohydrate), NC1=C(C=C(C(=O)NC2C[C@H]3CCC[C@@H](C2)N3C)C=C1)F (4-amino-3-fluoro-N-[(1S,5R)-9-methyl-9-azabicyclo[3.3.1]non-7-yl]benzamide), ClC=1N=CC=2N(C(C3(CN(C2N1)C1CCCCC1)CC3)=O)C (2′-chloro-9′-cyclohexyl-5′-methyl-8′,9′-dihydrospiro[cyclopropane-1,7′-pyrimido[5,4-b][1,4]diazepin]-6′(5′H)-one), NC1=C(C=C(C(=O)NC2C[C@H]3CCC[C@@H](C2)N3C)C=C1)F (4-amino-3-fluoro-N-[(1S,5R)-9-methyl-9-azabicyclo[3.3.1]non-7-yl]benzamide). Solvent: CO (methanol), CO (methanol), CC(CC(C)O)C (4-methyl-2-pentanol). Run at temperature 160 celsius. Yields the product C1(CCCCC1)N1C2=C(N(C(C3(C1)CC3)=O)C)C=NC(=N2)NC2=C(C=C(C(=O)NC3C[C@H]1CCC[C@@H](C3)N1C)C=C2)F (4-(9′-cyclohexyl-5′-methyl-6′-oxo-5′,6′,8′,9′-tetrahydrospiro[cyclopropane-1,7′-pyrimido[5,4-b][1,4]diazepine]-2′-ylamino)-3-fluoro-N-[(1S,5R)-9-methyl-9-azabicyclo[3.3.1]non-7-yl]benzamide). Isolated yield 47.5%. Reaction SMILES: Cl[C:2]1[N:3]=[CH:4][C:5]2[N:6]([CH3:22])[C:7](=[O:21])[C:8]3([CH2:20][CH2:19]3)[CH2:9][N:10]([CH:13]3[CH2:18][CH2:17][CH2:16][CH2:15][CH2:14]3)[C:11]=2[N:12]=1.[NH2:23][C:24]1[CH:42]=[CH:41][C:27]([C:28]([NH:30][CH:31]2[CH2:38][C@H:37]3[N:39]([CH3:40])[C@H:33]([CH2:34][CH2:35][CH2:36]3)[CH2:32]2)=[O:29])=[CH:26][C:25]=1[F:43].O.C1(C)C=CC(S(O)(=O)=O)=CC=1>CC(C)CC(O)C.CO>[CH:13]1([N:10]2[CH2:9][C:8]3([CH2:20][CH2:19]3)[C:7](=[O:21])[N:6]([CH3:22])[C:5]3[CH:4]=[N:3][C:2]([NH:23][C:24]4[CH:42]=[CH:41][C:27]([C:28]([NH:30][CH:31]5[CH2:38][C@H:37]6[N:39]([CH3:40])[C@H:33]([CH2:34][CH2:35][CH2:36]6)[CH2:32]5)=[O:29])=[CH:26][C:25]=4[F:43])=[N:12][C:11]2=3)[CH2:18][CH2:17][CH2:16][CH2:15][CH2:14]1 |f:2.3|. Procedure: 2′-chloro-9′-cyclohexyl-5′-methyl-8′,9′-dihydrospiro[cyclopropane-1,7′-pyrimido[5,4-b][1,4]diazepin]-6′(5′H)-one (Intermediate 270; 97 mg, 0.3 mmol) and 4-amino-3-fluoro-N-(9-methyl-9-azabicyclo[3.3.1]non-7-yl)benzamide (Intermediate 162; 88 mg, 0.3 mmol) were combined with p-toluenesulphonic acid monohydrate (143 mg, 0.75 mmol) in 4-methyl-2-pentanol (2 mL) and heated by microwave irradiation for 30 minutes at 160° C. The cooled reaction mixture was diluted with methanol (5 mL) and loaded onto ... Reactants: C(C)(C)(C)OC(N[C@H]([C@@H](CNOC(C)C)O)CC1=CC=CC=C1)=O (tert-Butyl-N-((1S,2R)-1-benzyl-3-(isopropyloxy)amino-2-hydroxypropyl)carbamate), CS(=O)(=O)NC=1NC2=C(N1)C=CC(=C2)S(=O)(=O)Cl (2-[(methylsulfonyl)amino]benzimidazol-5-ylsulfonyl chloride), N,N-dimethylaminopyridine. Solvent: N1=CC=CC=C1 (pyridine). Run at time 8 hour. Product: C(C)(C)(C)OC(N[C@H]([C@H](C(OC(C)C)NS(=O)(=O)C1=CC2=C(N=C(N2)NS(=O)(=O)C)C=C1)O)CC1=CC=CC=C1)=O (tert-Butyl-N-((1S,2R)-1-benzyl-3-(isopropyloxy)(2-[(methylsulfonyl)amino]benzimidazol-5-ylsulfonyl)amino-2-hydroxypropyl)carbamate). RXN SMILES: [C:1]([O:5][C:6](=[O:24])[NH:7][C@@H:8]([CH2:17][C:18]1[CH:23]=[CH:22][CH:21]=[CH:20][CH:19]=1)[C@H:9]([OH:16])[CH2:10][NH:11]OC(C)C)([CH3:4])([CH3:3])[CH3:2].[CH3:25][S:26]([NH:29][C:30]1[NH:31][C:32]2[CH:38]=[C:37]([S:39](Cl)(=[O:41])=[O:40])[CH:36]=[CH:35][C:33]=2[N:34]=1)(=[O:28])=[O:27]>N1C=CC=CC=1>[C:1]([O:5][C:6](=[O:24])[NH:7][C@@H:8]([CH2:17][C:18]1[CH:19]=[CH:20][CH:21]=[CH:22][CH:23]=1)[C@@H:9]([OH:16])[CH:10]([NH:11][S:39]([C:37]1[CH:36]=[CH:35][C:33]2[N:34]=[C:30]([NH:29][S:26]([CH3:25])(=[O:28])=[O:27])[NH:31][C:32]=2[CH:38]=1)(=[O:41])=[O:40])[O:5][CH:1]([CH3:3])[CH3:2])([CH3:2])([CH3:3])[CH3:4]. Procedure details: tert-Butyl-N-((1S,2R)-1-benzyl-3-(isopropyloxy)amino-2-hydroxypropyl)carbamate (86 mg, 0.25 mmol) was combined with 2-[(methylsulfonyl)amino]benzimidazol-5-ylsulfonyl chloride (77 mg, 0.25 mmol) in anhydrous pyridine (1 ml) with a catalytic amount of N,N-dimethylaminopyridine. The reaction was stirred at room temperature overnight. The solvent was evaporated under vacuum. The crude mixture was diluted in EtOAc and washed with water and brine. Organic phase was dried with MgSO4 and solvent was re... Reactants: Cc1ccccc1, CCOC(=O)CC(O)CCl, [N-]=[N+]=[N-], [Na+], CN(C)C=O. The product is CCOC(=O)CC(O)CN=[N+]=[N-]. RXN SMILES: [CH3:20][c:21]1[cH:22][cH:23][cH:24][cH:25][cH:26]1.[Cl:1][CH2:2][CH:3]([CH2:4][C:5](=[O:6])[O:7][CH2:8][CH3:9])[OH:10].[N-:12]=[N+:13]=[N-:14].[Na+:11].[O:15]=[CH:16][N:17]([CH3:18])[CH3:19]>>[CH2:2]([CH:3]([CH2:4][C:5](=[O:6])[O:7][CH2:8][CH3:9])[OH:10])[N:12]=[N+:13]=[N-:14]. Starting materials: ClC1=CC=C(C(=N1)NC1=NNC(=C1)OC(C)C)[N+](=O)[O-] (6-chloro-N-(5-isopropoxy-1H-pyrazol-3-yl)-3-nitropyridin-2-amine), ClC1=CC=C(C(=N1)NC1=NNC(=C1)OC(C)C)[N+](=O)[O-] (6-chloro-N-(5-isopropoxy-1H-pyrazol-3-yl)-3-nitropyridin-2-amine), Cl.FC=1C=NC(=NC1)[C@H](C)N ([(1S)-1-(5-fluoropyrimidin-2-yl)ethyl]amine hydrochloride), Cl.FC=1C=NC(=NC1)[C@H](C)N ([(1S)-1-(5-fluoropyrimidin-2-yl)ethyl]amine hydrochloride), C(C)(C)N(CC)C(C)C (diisopropylethylamine). The solvent is CCCCO (n-BuOH), C(C)(=O)OCC (ethyl acetate). Reaction conditions: temperature 70 celsius, time 4 hour. Product: FC=1C=NC(=NC1)[C@H](C)NC1=CC=C(C(=N1)NC1=NNC(=C1)OC(C)C)[N+](=O)[O-] (N6-[(1S)-1-(5-Fluoropyrimidin-2-yl)ethyl]-N2-(5-isopropoxy-1H-pyrazol-3-yl)-3-nitropyridine-2,6-diamine). Yield: 101.7%. Reaction SMILES: Cl[C:2]1[N:7]=[C:6]([NH:8][C:9]2[CH:13]=[C:12]([O:14][CH:15]([CH3:17])[CH3:16])[NH:11][N:10]=2)[C:5]([N+:18]([O-:20])=[O:19])=[CH:4][CH:3]=1.Cl.[F:22][C:23]1[CH:24]=[N:25][C:26]([C@@H:29]([NH2:31])[CH3:30])=[N:27][CH:28]=1.C(N(C(C)C)CC)(C)C>CCCCO.C(OCC)(=O)C>[F:22][C:23]1[CH:24]=[N:25][C:26]([C@@H:29]([NH:31][C:2]2[N:7]=[C:6]([NH:8][C:9]3[CH:13]=[C:12]([O:14][CH:15]([CH3:17])[CH3:16])[NH:11][N:10]=3)[C:5]([N+:18]([O-:20])=[O:19])=[CH:4][CH:3]=2)[CH3:30])=[N:27][CH:28]=1 |f:1.2|. Procedure: A mixture of 6-chloro-N-(5-isopropoxy-1H-pyrazol-3-yl)-3-nitropyridin-2-amine (Intermediate 7, 0.4 g) and [(1S)-1-(5-fluoropyrimidin-2-yl)ethyl]amine hydrochloride (Intermediate 15, 0.25 g) in n-BuOH (5 mL) with diisopropylethylamine (1.5 mL) was stirred at 70° C. for 4 hours. The resulting mixture was diluted with ethyl acetate (20 mL), and washed with brine (10 mL×3). The organic layer was dried and concentrated. The resulting residue was separated by silica gel column (Hexane/Ethyl acetate) t... Starting materials: O=C(O)Cc1ccc(Br)cc1, CO, CC(=O)Cl. Product: COC(=O)Cc1ccc(Br)cc1. Reaction SMILES: [Br:5][c:6]1[cH:7][cH:8][c:9]([CH2:12][C:13](=[O:14])[OH:15])[cH:10][cH:11]1.[CH3:16][OH:17].[CH3:1][C:2](=[O:3])[Cl:4]>>[CH3:1][O:14][C:13]([CH2:12][c:9]1[cH:8][cH:7][c:6]([Br:5])[cH:11][cH:10]1)=[O:15]. Starting materials: C(C)OCC(=O)Cl (Ethoxyacetyl chloride), C(C1=CC=CC=C1)OC=1C=C2C(=C(C=3N(C2=CC1)N=NN3)N)NCC(C)C (7-(benzyloxy)-N5-(2-methylpropyl)tetraazolo[1,5-α]quinoline-4,5-diamine), C(C)OCC(=O)Cl (ethoxyacetyl chloride). Solvent: N1=CC=CC=C1 (pyridine). Reaction conditions: time 1 hour. Yields the product C(C1=CC=CC=C1)OC=1C=C2C3=C(C=4N(C2=CC1)N=NN4)N=C(N3CC(C)C)COCC (8-(benzyloxy)-5-(ethoxymethyl)-6-(2-methylpropyl)-6H-imidazo[4,5-c]tetraazolo[1,5-α]quinoline). Isolated yield 97.3%. Reaction SMILES: [CH2:1]([O:3][CH2:4][C:5](Cl)=O)[CH3:2].[CH2:8]([O:15][C:16]1[CH:17]=[C:18]2[C:23](=[CH:24][CH:25]=1)[N:22]1[N:26]=[N:27][N:28]=[C:21]1[C:20]([NH2:29])=[C:19]2[NH:30][CH2:31][CH:32]([CH3:34])[CH3:33])[C:9]1[CH:14]=[CH:13][CH:12]=[CH:11][CH:10]=1>N1C=CC=CC=1>[CH2:8]([O:15][C:16]1[CH:17]=[C:18]2[C:23](=[CH:24][CH:25]=1)[N:22]1[N:26]=[N:27][N:28]=[C:21]1[C:20]1[N:29]=[C:5]([CH2:4][O:3][CH2:1][CH3:2])[N:30]([CH2:31][CH:32]([CH3:34])[CH3:33])[C:19]2=1)[C:9]1[CH:10]=[CH:11][CH:12]=[CH:13][CH:14]=1. Procedure: Ethoxyacetyl chloride (2.7 g, 22 mmol) was added dropwise to a solution of 7-(benzyloxy)-N5-(2-methylpropyl)tetraazolo[1,5-α]quinoline-4,5-diamine (7.6 g, 21 mmol) in 200 mL of pyridine. The solution was stirred for 1 hour and additional ethoxyacetyl chloride was added. The solution was refluxed overnight, after which the solvent was removed. The solid material was dissolved in 300 mL of chloroform and stirred with 150 mL of 1% aqueous sodium carbonate. The pH was adjusted to 10 with 10% sodium ...